This data is from the Open Reaction Database (ORD), a public repository of structured organic reaction records. The task is: describe an organic reaction: reactants, conditions, products, and yield Starting materials: Cc1nnc(S)s1, N#Cc1nccnc1Cl, [H-], [Na+], CN(C)C=O, c1ccccc1. Yields the product Cc1nnc(Sc2nccnc2C#N)s1. As a reaction SMILES: [CH3:1][c:2]1[n:3][n:4][c:5]([SH:7])[s:6]1.[Cl:10][c:11]1[c:12]([C:17]#[N:18])[n:13][cH:14][cH:15][n:16]1.[H-:9].[Na+:8].[O:19]=[CH:20][N:21]([CH3:22])[CH3:23].[cH:24]1[cH:25][cH:26][cH:27][cH:28][cH:29]1>>[CH3:1][c:2]1[n:3][n:4][c:5]([S:7][c:11]2[c:12]([C:17]#[N:18])[n:13][cH:14][cH:15][n:16]2)[s:6]1. Reactants: CCC(CC)(c1ccc(OCC(=O)C(C)(C)C)c(C)c1)c1ccc(-c2cncc(CC(=O)OC)c2)c(C)c1, CO, [Cl-], [NH4+], [Na+], [OH-]. Product: CCC(CC)(c1ccc(OCC(=O)C(C)(C)C)c(C)c1)c1ccc(-c2cncc(CC(=O)O)c2)c(C)c1. As a reaction SMILES: [CH3:3][O:4][C:5]([CH2:6][c:7]1[cH:8][n:9][cH:10][c:11](-[c:13]2[c:14]([CH3:39])[cH:15][c:16]([C:19]([CH2:20][CH3:21])([CH2:22][CH3:23])[c:24]3[cH:25][c:26]([CH3:38])[c:27]([O:30][CH2:31][C:32]([C:33]([CH3:34])([CH3:35])[CH3:36])=[O:37])[cH:28][cH:29]3)[cH:17][cH:18]2)[cH:12]1)=[O:40].[CH3:43][OH:44].[Cl-:41].[NH4+:42].[Na+:2].[OH-:1]>>[O:4]=[C:5]([CH2:6][c:7]1[cH:8][n:9][cH:10][c:11](-[c:13]2[c:14]([CH3:39])[cH:15][c:16]([C:19]([CH2:20][CH3:21])([CH2:22][CH3:23])[c:24]3[cH:25][c:26]([CH3:38])[c:27]([O:30][CH2:31][C:32]([C:33]([CH3:34])([CH3:35])[CH3:36])=[O:37])[cH:28][cH:29]3)[cH:17][cH:18]2)[cH:12]1)[OH:40]. Reactants: BrC1=CC=C(C=C1)C1=C(C(=NO1)C)NC(CSC1=CC=CC=C1)C ([5-(4-bromo-phenyl)-3-methyl-isoxazol-4-yl]-(1-methyl-2-phenylsulfanyl-ethyl)-amine), C(C)OC(=O)C1(CC1)C1=CC=C(C=C1)B1OC(C(O1)(C)C)(C)C (1-[4-(4,4,5,5-tetramethyl-[1,3,2]dioxaborolan-2-yl)-phenyl]-cyclopropanecarboxylic acid ethyl ester). Product: C(C)OC(=O)C1(CC1)C1=CC=C(C=C1)C1=CC=C(C=C1)C1=C(C(=NO1)C)NC(CSC1=CC=CC=C1)C (1-{4′-[3-Methyl-4-(1-methyl-2-phenylsulfanyl-ethylamino)-isoxazol-5-yl]-biphenyl-4-yl}-cyclopropanecarboxylic acid ethyl ester). Reaction SMILES: Br[C:2]1[CH:7]=[CH:6][C:5]([C:8]2[O:12][N:11]=[C:10]([CH3:13])[C:9]=2[NH:14][CH:15]([CH3:24])[CH2:16][S:17][C:18]2[CH:23]=[CH:22][CH:21]=[CH:20][CH:19]=2)=[CH:4][CH:3]=1.[CH2:25]([O:27][C:28]([C:30]1([C:33]2[CH:38]=[CH:37][C:36](B3OC(C)(C)C(C)(C)O3)=[CH:35][CH:34]=2)[CH2:32][CH2:31]1)=[O:29])[CH3:26]>>[CH2:25]([O:27][C:28]([C:30]1([C:33]2[CH:38]=[CH:37][C:36]([C:2]3[CH:7]=[CH:6][C:5]([C:8]4[O:12][N:11]=[C:10]([CH3:13])[C:9]=4[NH:14][CH:15]([CH3:24])[CH2:16][S:17][C:18]4[CH:23]=[CH:22][CH:21]=[CH:20][CH:19]=4)=[CH:4][CH:3]=3)=[CH:35][CH:34]=2)[CH2:31][CH2:32]1)=[O:29])[CH3:26]. Procedure details: Prepared according to the procedure described in Example 1, Step 7, using [5-(4-bromo-phenyl)-3-methyl-isoxazol-4-yl]-(1-methyl-2-phenylsulfanyl-ethyl)-amine and 1-[4-(4,4,5,5-tetramethyl-[1,3,2]dioxaborolan-2-yl)-phenyl]-cyclopropanecarboxylic acid ethyl ester. The reactants are O=C([O-])[O-], Cc1ccc2[nH]c(=O)c(C#N)c(N3CCN(C(=O)c4cccs4)CC3)c2c1, CN(C)CCCl, Cl, [K+], [K+], CN(C)C=O, O. Yields the product Cc1ccc2c(c1)c(N1CCN(C(=O)c3cccs3)CC1)c(C#N)c(=O)n2CCN(C)C. Reaction SMILES: [C:35](=[O:36])([O-:37])[O-:38].[CH3:1][c:2]1[cH:3][c:4]2[c:5]([N:15]3[CH2:16][CH2:17][N:18]([C:21](=[O:22])[c:23]4[s:24][cH:25][cH:26][cH:27]4)[CH2:19][CH2:20]3)[c:6]([C:13]#[N:14])[c:7](=[O:12])[nH:8][c:9]2[cH:10][cH:11]1.[CH3:29][N:30]([CH2:31][CH2:32][Cl:33])[CH3:34].[ClH:28].[K+:39].[K+:40].[O:42]=[CH:43][N:44]([CH3:45])[CH3:46].[OH2:41]>>[CH3:1][c:2]1[cH:3][c:4]2[c:5]([N:15]3[CH2:16][CH2:17][N:18]([C:21](=[O:22])[c:23]4[s:24][cH:25][cH:26][cH:27]4)[CH2:19][CH2:20]3)[c:6]([C:13]#[N:14])[c:7](=[O:12])[n:8]([CH2:32][CH2:31][N:30]([CH3:29])[CH3:34])[c:9]2[cH:10][cH:11]1. The yield is 77.8%. Reported procedure: Anhydrous dimethylformamide (8.18 ml, 106 mmol) was taken in a two-necked round bottomed flask fitted with a dropping funnel. POCl3 (7.23 ml, 78 mmol) was added to it by keeping the flask in an ice bath and after the completion of addition, the ice bath was removed and the mixture was stirred at RT for 1 hr. 7-bromochroman-4-one (16 g, 71 mmol) was dissolved in 200 ml of chloroform and was slowly added to the flask kept on an ice bath, and after completion of the addition, the ice bath was remov... Reactants: CN(C=O)C (dimethylformamide), O=P(Cl)(Cl)Cl (POCl3), BrC1=CC=C2C(CCOC2=C1)=O (7-bromochroman-4-one). Run in C(Cl)(Cl)Cl (chloroform). Run at time 1 hour. Reaction SMILES: CN(C)[CH:3]=[O:4].O=P(Cl)(Cl)[Cl:8].[Br:11][C:12]1[CH:21]=[C:20]2[C:15]([C:16](=O)[CH2:17][CH2:18][O:19]2)=[CH:14][CH:13]=1>C(Cl)(Cl)Cl>[Br:11][C:12]1[CH:21]=[C:20]2[C:15]([C:16]([Cl:8])=[C:17]([CH:3]=[O:4])[CH2:18][O:19]2)=[CH:14][CH:13]=1. Yields the product BrC1=CC=C2C(=C(COC2=C1)C=O)Cl (7-bromo-4-chloro-2H-chromene-3-carbaldehyde).